Dataset: the Open Reaction Database (ORD), a public repository of structured organic reaction records. Task: describe an organic reaction: reactants, conditions, products, and yield Reactants: NC=1SC=CN1 (2-aminothiazole), C(CC(=O)C)(=O)OCC (ethyl acetoacetate), FC=1C=C(C=C(C1)F)C1=C(N=C2N(C1=O)C=CS2)C (6-(3,5-Difluorophenyl)-7-methyl-5H-[1,3]thiazolo[3,2-a]pyrimidin-5-one). Run in C(C)(=O)O (acetic acid). Product: CC=1N=C2N(C(C1)=O)C=CS2 (7-Methyl-5H-[1,3]thiazolo[3,2-a]pyrimidin-5-one). RXN SMILES: NC1SC=CN=1.C(OCC)(=O)CC(C)=O.FC1C=C([C:24]2[C:29](=[O:30])[N:28]3[CH:31]=[CH:32][S:33][C:27]3=[N:26][C:25]=2[CH3:34])C=C(F)C=1>C(O)(=O)C>[CH3:34][C:25]1[N:26]=[C:27]2[S:33][CH:32]=[CH:31][N:28]2[C:29](=[O:30])[CH:24]=1. Procedure: A solution of 2-aminothiazole (50 g, 499.301 mmol), ethyl acetoacetate (96 ml, 748.885 mmol) and acetic acid (400 ml) was reacted together according to the procedure described in Intermediate 3, Step 1 to afford a crude product which was purified by silica gel column chromatography using 1% methanol in chloroform to give 40 g of the product as a white solid; 1H NMR (300 MHz, CDCl3) δ 2.38 (s, 3H), 6.15 (s, 1H), 6.95 (d, J=4.8 Hz, 1H), 7.94 (d, J=4.8 Hz, 1H). The reactants are COC(C)(C)C1=CC=C(C(=O)OC)C=C1 (methyl 4-(1-methoxy-1-methylethyl)benzoate), [OH-].[Li+] (lithium hydroxide). Solvent: O1CCCC1 (tetrahydrofuran), CO (methanol), C(C)OCC (diethyl ether). Run at time 2 hour. Product: COC(C)(C)C1=CC=C(C(=O)O)C=C1 (4-(1-Methoxy-1-methylethyl)benzoic Acid). Yield: 84.0%. Reaction SMILES: [CH3:1][O:2][C:3]([C:6]1[CH:15]=[CH:14][C:9]([C:10]([O:12]C)=[O:11])=[CH:8][CH:7]=1)([CH3:5])[CH3:4].[OH-].[Li+]>O1CCCC1.CO.C(OCC)C>[CH3:1][O:2][C:3]([C:6]1[CH:15]=[CH:14][C:9]([C:10]([OH:12])=[O:11])=[CH:8][CH:7]=1)([CH3:5])[CH3:4] |f:1.2|. Procedure: To a solution of methyl 4-(1-methoxy-1-methylethyl)benzoate (120 mg, 0.57 mmol) in tetrahydrofuran (6 mL) and methanol (2 mL) was added 1 M aqueous lithium hydroxide (2 mL). After stirring for 2 h, the reaction mixture was diluted with diethyl ether and washed with 1 N hydrochloric acid (4 mL) and water (4 mL). The organic layer was dried (magnesium sulfate), filtered, and concentrated in vacuo to give 93 mg (84%) of the title compound. Starting materials: CCOC(=O)C1CCC(NC(=O)c2nc3c(s2)CN(C)CC3)C(NC(=O)OC(C)(C)C)C1, CCO, O=C(O)c1cc2cc(Cl)ccc2[nH]1, Cl. The product is CCOC(=O)C1CCC(NC(=O)c2nc3c(s2)CN(C)CC3)C(NC(=O)c2cc3cc(Cl)ccc3[nH]2)C1. As a reaction SMILES: [C:1]([CH3:3])([CH3:4])([O:5][C:6](=[O:2])[NH:8][CH:9]1[CH:10]([NH:20][C:21](=[O:22])[c:23]2[s:24][c:25]3[c:30]([n:31]2)[CH2:29][CH2:28][N:27]([CH3:32])[CH2:26]3)[CH2:11][CH2:12][CH:13]([C:15](=[O:16])[O:17][CH2:18][CH3:19])[CH2:14]1)[CH3:7].[CH3:47][CH2:48][OH:49].[Cl:34][c:35]1[cH:36][c:37]2[cH:38][c:39]([C:44]([OH:45])=[O:46])[nH:40][c:41]2[cH:42][cH:43]1.[ClH:33]>>[O:5]=[C:6]([NH:8][CH:9]1[CH:10]([NH:20][C:21](=[O:22])[c:23]2[s:24][c:25]3[c:30]([n:31]2)[CH2:29][CH2:28][N:27]([CH3:32])[CH2:26]3)[CH2:11][CH2:12][CH:13]([C:15](=[O:16])[O:17][CH2:18][CH3:19])[CH2:14]1)[c:39]1[cH:38][c:37]2[cH:36][c:35]([Cl:34])[cH:43][cH:42][c:41]2[nH:40]1. Starting materials: O.NN (hydrazine hydrate), polyphosphoric acid, ClC1=C(C(=O)O)C=CC(=C1)Cl (2,4-dichlorobenzoic acid). Run in O (water). Conditions: temperature 125 celsius, time 5 hour. Yields the product ClC1=C(C=CC(=C1)Cl)C=1OC(=NN1)C1=C(C=C(C=C1)Cl)Cl (2,5-bis(2,4-dichlorophenyl)-1,3,4-oxadiazole). Yield: 75.1%. As a reaction SMILES: O.[NH2:2][NH2:3].[Cl:4][C:5]1[CH:13]=[C:12]([Cl:14])[CH:11]=[CH:10][C:6]=1[C:7](O)=[O:8]>O>[Cl:4][C:5]1[CH:13]=[C:12]([Cl:14])[CH:11]=[CH:10][C:6]=1[C:7]1[O:8][C:7]([C:6]2[CH:10]=[CH:11][C:12]([Cl:14])=[CH:13][C:5]=2[Cl:4])=[N:2][N:3]=1 |f:0.1|. Procedure: A mixture was prepared by slowly adding 10 grams (g) of hydrazine hydrate to 400 g of vigorously stirring polyphosphoric acid at ~50° C. To this mixture was added 76 g (0.4 mole) of 2,4-dichlorobenzoic acid. A slurry developed and it was stirred at 125° C (+5°) for 5 hours. The reaction products were cooled slightly and poured into ~1.5 liter (1) of cold water. The solid which precipitated was recovered by filtration, washed with water, dried and recrystallized from chlorobenzene to give 54 g (7... Reactants: IC=1C=C(NC1C)C(=O)O (4-iodo-5-methyl-1H-pyrrole-2-carboxylic acid), C(=O)(N1C=NC=C1)N1C=NC=C1 (carbonyldiimidazole), [OH-].[NH4+] (ammonium hydroxide). Run in O1CCCC1 (tetrahydrofuran). Conditions: time 2 hour. Yields the product IC=1C=C(NC1C)C(=O)N (4-iodo-5-methyl-1H-pyrrole-2-carboxamide). As a reaction SMILES: [I:1][C:2]1[CH:3]=[C:4]([C:8]([OH:10])=O)[NH:5][C:6]=1[CH3:7].C(N1C=CN=C1)([N:13]1C=CN=C1)=O.[OH-].[NH4+]>O1CCCC1>[I:1][C:2]1[CH:3]=[C:4]([C:8]([NH2:13])=[O:10])[NH:5][C:6]=1[CH3:7] |f:2.3|. Procedure details: To a solution of EXAMPLE 23B (7.7 g) in tetrahydrofuran (20 mL) at 0° C. was added carbonyldiimidazole (14.9 g). The resulting mixture was stirred at room temperature for 2 hours. The reaction mixture was cooled to 0° C. and ammonium hydroxide (3 mL) was added. The mixture was stirred at room temperature for 2 hours and concentrated. The residue was dissolved in ethyl acetate, washed with brine and concentrated to provide the title compound. Starting materials: NC(=S)N (thiourea), C(C)OC(=O)C=1N=C(N2C1C(N(C1=CC(=CC=C21)C(F)(F)F)C)=O)Br (1-bromo-5-methyl-4-oxo-7-trifluoromethyl-4,5-dihydroimidazo[1,5-a]quinoxaline 3-carboxylic acid ethyl ester). Product: C(C)OC(=O)C=1N=C(N2C1C(N(C1=CC(=CC=C21)C(F)(F)F)C)=O)S (1-Mercapto-5-methyl-4-oxo-7-trifluoromethyl-4,5-dihydroimidazo[1,5-a]quinoxaline 3-carboxylic acid ethyl ester). Yield: 43.8%. Reaction SMILES: [NH2:1][C:2]([NH2:4])=[S:3].[CH2:5]([O:7][C:8]([C:10]1N=C(Br)N2[C:22]3[C:17](=[CH:18][C:19]([C:23]([F:26])([F:25])[F:24])=[CH:20][CH:21]=3)[N:16]([CH3:27])[C:15](=[O:28])[C:14]=12)=[O:9])[CH3:6]>>[CH2:5]([O:7][C:8]([C:10]1[N:1]=[C:2]([SH:3])[N:4]2[C:22]3[C:17](=[CH:18][C:19]([C:23]([F:25])([F:24])[F:26])=[CH:20][CH:21]=3)[N:16]([CH3:27])[C:15](=[O:28])[C:14]=12)=[O:9])[CH3:6]. Procedure: To an ethanolic solution (200 ml) of 1-bromo-5-methyl-4-oxo-7-trifluoromethyl-4,5-dihydroimidazo[1,5-a]quinoxaline 3-carboxylic acid ethyl ester (1.8 g) was added thiourea (0.4 g). The mixture was refluxed on a steam bath for two hours. After cooling to room temperature, the precipitate was collected, taken up in chloroform and put through a short silica gel dry column (5% methanol in chloroform as eluant). From column, the product was isolated as a white solid (0.7 g, 44% yield). Recrystallized... Reactants: C1CNCCN1, CC#N, Cc1nc(C)c(Cl)c(NCc2nccc(SCCCCl)c2C)n1, [I-], [Na+], [Na+], [Na+], O=C([O-])[O-], O. The product is Cc1nc(C)c(Cl)c(NCc2nccc(SCCCN3CCNCC3)c2C)n1. RXN SMILES: [CH2:24]1[CH2:25][NH:26][CH2:27][CH2:28][NH:29]1.[CH3:38][C:39]#[N:40].[Cl:1][c:2]1[c:3]([NH:10][CH2:11][c:12]2[n:13][cH:14][cH:15][c:16]([S:19][CH2:20][CH2:21][CH2:22][Cl:23])[c:17]2[CH3:18])[n:4][c:5]([CH3:9])[n:6][c:7]1[CH3:8].[I-:37].[Na+:30].[Na+:31].[Na+:36].[O-:32][C:33](=[O:34])[O-:35].[OH2:41]>>[Cl:1][c:2]1[c:3]([NH:10][CH2:11][c:12]2[n:13][cH:14][cH:15][c:16]([S:19][CH2:20][CH2:21][CH2:22][N:26]3[CH2:25][CH2:24][NH:29][CH2:28][CH2:27]3)[c:17]2[CH3:18])[n:4][c:5]([CH3:9])[n:6][c:7]1[CH3:8]. Reactants: C1(=CC=C(C=C1)S(=O)(=O)OCCCCC(COC1=NC=NC2=CC=CC=C12)C1=CC=CC=C1)C (4-(4-p-toluenesulfonyloxybutylphenyl ethoxy)quinazoline), [F-].[K+].C1COCCOCCN2CCOCCOCCN1CCOCCOCC2 (potassium fluoride kryptofix 222), C1CCOC1 (THF). Solvent: O (water). Conditions: time 15 minute. Yields the product FCCCCC1=CC=C(C=C1)CCOC1=NC=NC2=CC=CC=C12 (4-(2-(4-(4-fluorobutyl)phenyl)ethoxy)quinazoline). As a reaction SMILES: C1(C)C=CC(S(OCCCC[CH:15]([C:28]2[CH:33]=[CH:32][CH:31]=[CH:30][CH:29]=2)[CH2:16][O:17][C:18]2[C:27]3[C:22](=[CH:23][CH:24]=[CH:25][CH:26]=3)[N:21]=[CH:20][N:19]=2)(=O)=O)=CC=1.[F-:35].[K+].C1N2CCOCCOCCN(CCOCCOCC2)CCOCCOC1.[CH2:63]1[CH2:67]O[CH2:65][CH2:64]1>O>[F:35][CH2:65][CH2:64][CH2:63][CH2:67][C:31]1[CH:30]=[CH:29][C:28]([CH2:15][CH2:16][O:17][C:18]2[C:27]3[C:22](=[CH:23][CH:24]=[CH:25][CH:26]=3)[N:21]=[CH:20][N:19]=2)=[CH:33][CH:32]=1 |f:1.2.3|. Reported procedure: 4-(2-(4-(4-p-toluenesulfonyloxybutylphenyl ethoxy)quinazoline (0.3 g, 0.63 mmol) is added to a solution of potassium fluoride/kryptofix 222 in 5 ml THF (1:1 ratio, 3.15 mmol each). After stirring at room temperature for 15 minutes the solution is then refluxed for 20 minutes. It is then cooled and water is added to it. The solution is then extracted in dichloromethane and washed with water and dried. The crude product is purified by silica gel flash chromatography (ethyl acetate/hexanes) to affo... Product: C(C1=CC=CC=C1)OC1=CC=2N(C=C1N(S(=O)(=O)C)CC)N=C(C2C(=O)OCC)C2=CC=C(C=C2)F (Ethyl 5-(benzyloxy)-6-(N-ethylmethylsulfonamido)-2-(4-fluorophenyl)pyrazolo[1,5-a]pyridine-3-carboxylate). Procedure details: Ethyl 5-(benzyloxy)-2-(4-fluorophenyl)-6-(methylsulfonamido)pyrazolo[1,5-a]pyridine-3-carboxylate (0.2 g, 0.41 mmol, 1 eq) was dissolved in DMF and cooled to 0° C. Potassium carbonate (0.171 g, 1.6 mmol, 3 eq) was then added and the reaction mixture stirred for 15 minutes. Ethyl iodide (0.037 ml, 0.45 mmol, 1.1 eq) was added slowly dropwise and the resulting mixture was stirred at room temperature for 4 h. The solution was concentrated completely and diluted with water and the product was extrac... Solvent: CN(C)C=O (DMF). Reactants: C([O-])([O-])=O.[K+].[K+] (Potassium carbonate), C(C1=CC=CC=C1)OC1=CC=2N(C=C1NS(=O)(=O)C)N=C(C2C(=O)OCC)C2=CC=C(C=C2)F (Ethyl 5-(benzyloxy)-2-(4-fluorophenyl)-6-(methylsulfonamido)pyrazolo[1,5-a]pyridine-3-carboxylate), C(C)I (Ethyl iodide). Reaction SMILES: [CH2:1]([O:8][C:9]1[C:14]([NH:15][S:16]([CH3:19])(=[O:18])=[O:17])=[CH:13][N:12]2[N:20]=[C:21]([C:28]3[CH:33]=[CH:32][C:31]([F:34])=[CH:30][CH:29]=3)[C:22]([C:23]([O:25][CH2:26][CH3:27])=[O:24])=[C:11]2[CH:10]=1)[C:2]1[CH:7]=[CH:6][CH:5]=[CH:4][CH:3]=1.C(=O)([O-])[O-].[K+].[K+].[CH2:41](I)[CH3:42]>CN(C=O)C>[CH2:1]([O:8][C:9]1[C:14]([N:15]([CH2:41][CH3:42])[S:16]([CH3:19])(=[O:18])=[O:17])=[CH:13][N:12]2[N:20]=[C:21]([C:28]3[CH:29]=[CH:30][C:31]([F:34])=[CH:32][CH:33]=3)[C:22]([C:23]([O:25][CH2:26][CH3:27])=[O:24])=[C:11]2[CH:10]=1)[C:2]1[CH:7]=[CH:6][CH:5]=[CH:4][CH:3]=1 |f:1.2.3|. Reaction conditions: temperature 0 celsius, time 15 minute.